From a dataset of the Open Reaction Database (ORD), a public repository of structured organic reaction records. describe an organic reaction: reactants, conditions, products, and yield The reactants are B(OC)(OC)OC ((MeO)3B), C(#N)C1=CC(=CC=C1)C#N (1,3-Dicyanobenzene), [Li+].CC(C)[N-]C(C)C (LDA), solution, O (Water). The solvent is C1CCOC1 (THF), CC(=O)O (HOAc). Reaction conditions: temperature -96 celsius, time 30 minute. Product: C(#N)C1=C(C(=CC=C1)C#N)B(O)O (2,6-dicyanobenzeneboronic acid). Reaction SMILES: [C:1]([C:3]1[CH:8]=[CH:7][CH:6]=[C:5]([C:9]#[N:10])[CH:4]=1)#[N:2].[Li+].CC([N-]C(C)C)C.[B:19](OC)([O:22]C)[O:20]C.O>C1COCC1.CC(O)=O>[C:1]([C:3]1[CH:8]=[CH:7][CH:6]=[C:5]([C:9]#[N:10])[C:4]=1[B:19]([OH:22])[OH:20])#[N:2] |f:1.2|. Procedure details: 1,3-Dicyanobenzene (1.00 g) was dissolved in freshly distilled THF (70 mL). This solution was cooled to −96° C. and LDA (4.2 mL of a 2M solution) was added dropwise to the cold solution under N2. The mixture was stirred for 30 min at −96° C. and (MeO)3B (1.3 mL) was added. The resulting mixture was allowed to warm to room temperature and stirred overnight. Water was added and the resulting mixture was stirred for 0.5 h, then acidified with HOAc and extracted with EtOAc. The organic layer was fur... Starting materials: ClC=1[C@]2(C=C[C@@H](C(C1Cl)(Cl)Cl)O2)COCC ((1S*,5S*)-2,3,4,4-tetrachloro-1-ethoxymethyl-8-oxabicyclo[3.2.1]octa-2,6-diene), CC(=O)C (acetone), C([O-])(O)=O.[Na+] (sodium bicarbonate). The reagents and catalysts are [N+](=O)([O-])[O-].[Ag+] (Silver nitrate). Run in O (water). Run at temperature 65 celsius. Product: ClC=1C([C@@H]2C=C[C@](C1Cl)(O2)COCC)=O ((1S*,5S*)-3,4-dichloro-5-ethoxymethyl-8-oxabicyclo[3.2.1]octa-3,6-dien-2-one). As a reaction SMILES: [Cl:1][C:2]1[C@:3]2([CH2:13][O:14][CH2:15][CH3:16])[O:12][C@H:6]([C:7](Cl)(Cl)[C:8]=1[Cl:9])[CH:5]=[CH:4]2.CC(C)=[O:19].C(=O)(O)[O-].[Na+]>[N+]([O-])([O-])=O.[Ag+].O>[Cl:9][C:8]1[C:7](=[O:19])[C@H:6]2[O:12][C@@:3]([CH2:13][O:14][CH2:15][CH3:16])([C:2]=1[Cl:1])[CH:4]=[CH:5]2 |f:2.3,4.5|. Reported procedure: Silver nitrate (26 g, 0.154 mol) is added to a stirred mixture of (1S*,5S*)-2,3,4,4-tetrachloro-1-ethoxymethyl-8-oxabicyclo[3.2.1]octa-2,6-diene (23.5 g, 0.077 mol), acetone (450 ml) and water (450 ml) and the mixture is heated at 65° C. for 16 hours. The reaction mixture is cooled to room temperature, and a saturated solution of aqueous sodium bicarbonate is added to adjust the pH to 7-8. The mixture is filtered through a plug of diatomaceous earth, and the filtrate is concentrated under reduce... Starting materials: CS(=O)(=O)C1=CC=C(C=C1)C1=CC=C(C=C1)F (4-(4′-fluorophenyl)-phenyl methyl sulfone), ethyl, CC1(CC(=O)NC(C1)=O)C (3,3-Dimethylglutarimide), BrCC(=O)OCC (ethyl bromoacetate). The product is FC1=CC=C(C=C1)C1=CC=C(C=C1)S(=O)(=O)CC(CN1C(CC(CC1=O)(C)C)=O)O (1-{3-[(4′-fluoro[1,1′-biphenyl]-4-yl)sulfonyl]-2-hydroxypropyl}-4,4-dimethyl-2,6-piperidinedione). RXN SMILES: [CH3:1][S:2]([C:5]1[CH:10]=[CH:9][C:8]([C:11]2[CH:16]=[CH:15][C:14]([F:17])=[CH:13][CH:12]=2)=[CH:7][CH:6]=1)(=[O:4])=[O:3].[CH3:18][C:19]1([CH3:27])[CH2:25][C:24](=[O:26])[NH:23][C:21](=[O:22])[CH2:20]1.Br[CH2:29][C:30](OCC)=[O:31]>>[F:17][C:14]1[CH:15]=[CH:16][C:11]([C:8]2[CH:7]=[CH:6][C:5]([S:2]([CH2:1][CH:30]([OH:31])[CH2:29][N:23]3[C:24](=[O:26])[CH2:25][C:19]([CH3:27])([CH3:18])[CH2:20][C:21]3=[O:22])(=[O:4])=[O:3])=[CH:10][CH:9]=2)=[CH:12][CH:13]=1. Procedure: Reaction of 4-(4′-fluorophenyl)-phenyl methyl sulfone with ethyl 3,3-dimethylglutarimideacetate (prepared from 3,3-Dimethylglutarimide and ethyl bromoacetate (as in Example 120A) following the procedures of Example 126A, followed by reduction as described in Example 126B afforded the two title products which were chromatographically separated to give the desired products. Starting materials: O=C([O-])[O-], COc1ccc(C(O)COS(=O)(=O)c2ccc(C)cc2)cn1, CO, [K+], [K+]. Product: COc1ccc(C2CO2)cn1. As a reaction SMILES: [C:23](=[O:24])([O-:25])[O-:26].[CH3:1][c:2]1[cH:3][cH:4][c:5]([S:6]([O:7][CH2:12][CH:13]([c:14]2[cH:15][n:16][c:17]([O:20][CH3:21])[cH:18][cH:19]2)[OH:22])(=[O:8])=[O:9])[cH:10][cH:11]1.[CH3:29][OH:30].[K+:27].[K+:28]>>[CH2:12]1[CH:13]([c:14]2[cH:15][n:16][c:17]([O:20][CH3:21])[cH:18][cH:19]2)[O:22]1. Reactants: C1(CC1)COC1=C(C=CC(=C1)OC)C=1C2=C(N=CN1)C(=C(N2COCC[Si](C)(C)C)C)C(=O)O (4-[2-(cyclopropylmethoxy)-4-methoxyphenyl]-6-methyl-5-{[2-(trimethylsilyl)ethoxy]methyl}-5H-pyrrolo[3,2-d]pyrimidine-7-carboxylic acid), N[C@@H]1CN(C[C@H]1O)C(=O)OC(C)(C)C (tert-butyl(3R*,4R*)-3-amino-4-hydroxy-pyrrolidine-1-carboxylate). Product: C1(CC1)COC1=C(C=CC(=C1)OC)C=1C2=C(N=CN1)C(=C(N2COCC[Si](C)(C)C)C)C(=O)N[C@@H]2CN(C[C@H]2O)C(=O)OC(C)(C)C (tert-Butyl(3R,4R)-3-{[(4-[2-(cyclopropylmethoxy)-4-methoxyphenyl]-6-methyl-5-{[2-(trimethylsilyl)ethoxy]methyl}-5H-pyrrolo[3,2-d]pyrimidin-7-yl)carbonyl]amino}-4-hydroxypyrrolidine-1-carboxylate). Reaction SMILES: [CH:1]1([CH2:4][O:5][C:6]2[CH:11]=[C:10]([O:12][CH3:13])[CH:9]=[CH:8][C:7]=2[C:14]2[C:15]3[N:22]([CH2:23][O:24][CH2:25][CH2:26][Si:27]([CH3:30])([CH3:29])[CH3:28])[C:21]([CH3:31])=[C:20]([C:32](O)=[O:33])[C:16]=3[N:17]=[CH:18][N:19]=2)[CH2:3][CH2:2]1.[NH2:35][C@H:36]1[C@H:40]([OH:41])[CH2:39][N:38]([C:42]([O:44][C:45]([CH3:48])([CH3:47])[CH3:46])=[O:43])[CH2:37]1>>[CH:1]1([CH2:4][O:5][C:6]2[CH:11]=[C:10]([O:12][CH3:13])[CH:9]=[CH:8][C:7]=2[C:14]2[C:15]3[N:22]([CH2:23][O:24][CH2:25][CH2:26][Si:27]([CH3:29])([CH3:28])[CH3:30])[C:21]([CH3:31])=[C:20]([C:32]([NH:35][C@H:36]4[C@H:40]([OH:41])[CH2:39][N:38]([C:42]([O:44][C:45]([CH3:48])([CH3:47])[CH3:46])=[O:43])[CH2:37]4)=[O:33])[C:16]=3[N:17]=[CH:18][N:19]=2)[CH2:3][CH2:2]1. Procedure details: Starting from 4-[2-(cyclopropylmethoxy)-4-methoxyphenyl]-6-methyl-5-{[2-(trimethylsilyl)ethoxy]methyl}-5H-pyrrolo[3,2-d]pyrimidine-7-carboxylic acid (example D.c5) and commercially available tert-butyl(3R*,4R*)-3-amino-4-hydroxy-pyrrolidine-1-carboxylate the title compound is obtained as colorless foam.